Dataset: the Open Reaction Database (ORD), a public repository of structured organic reaction records. Task: describe an organic reaction: reactants, conditions, products, and yield Starting materials: C1COCCN1, CS(C)=O, Clc1nccnc1Oc1ccc(Nc2nc3ccccc3[nH]2)cc1, O. Product: c1ccc2[nH]c(Nc3ccc(Oc4nccnc4N4CCOCC4)cc3)nc2c1. As a reaction SMILES: [CH2:25]1[CH2:26][O:27][CH2:28][CH2:29][NH:30]1.[CH3:32][S:33]([CH3:34])=[O:35].[Cl:1][c:2]1[c:3]([O:8][c:9]2[cH:10][cH:11][c:12]([NH:15][c:16]3[n:17][c:18]4[c:19]([nH:20]3)[cH:21][cH:22][cH:23][cH:24]4)[cH:13][cH:14]2)[n:4][cH:5][cH:6][n:7]1.[OH2:31]>>[c:2]1([N:30]2[CH2:25][CH2:26][O:27][CH2:28][CH2:29]2)[c:3]([O:8][c:9]2[cH:10][cH:11][c:12]([NH:15][c:16]3[n:17][c:18]4[c:19]([nH:20]3)[cH:21][cH:22][cH:23][cH:24]4)[cH:13][cH:14]2)[n:4][cH:5][cH:6][n:7]1. Reactants: FC=1C=C(C=CC1F)C1=NC=C(C=C1)C=C[C@@H]1CC[C@H](CC1)C#N (trans-4-[2-[2-(3,4-difluorophenyl)-5-pyridyl]vinyl]cyclohexanecarbonitrile). Reagents/catalysts: [Pd] (palladium/carbon). Run in C1(=CC=CC=C1)C (toluene). Yields the product FC=1C=C(C=CC1F)C1=NC=C(C=C1)CC[C@@H]1CC[C@H](CC1)C#N (trans-4-[2-[2-(3,4-difluorophenyl)-5-pyridyl]ethyl]cyclohexanecarbonitrile). RXN SMILES: [F:1][C:2]1[CH:3]=[C:4]([C:9]2[CH:14]=[CH:13][C:12]([CH:15]=[CH:16][C@H:17]3[CH2:22][CH2:21][C@H:20]([C:23]#[N:24])[CH2:19][CH2:18]3)=[CH:11][N:10]=2)[CH:5]=[CH:6][C:7]=1[F:8]>C1(C)C=CC=CC=1.[Pd]>[F:1][C:2]1[CH:3]=[C:4]([C:9]2[CH:14]=[CH:13][C:12]([CH2:15][CH2:16][C@H:17]3[CH2:22][CH2:21][C@H:20]([C:23]#[N:24])[CH2:19][CH2:18]3)=[CH:11][N:10]=2)[CH:5]=[CH:6][C:7]=1[F:8]. Procedure details: A solution of 4.9 g of trans-4-[2-[2-(3,4-difluorophenyl)-5-pyridyl]vinyl]cyclohexanecarbonitrile in 120 ml of toluene is hydrogenated with 0.5 g of 10 percent palladium/carbon at room temperature and normal pressure. Filtration and evaporation of the filtrate yields trans-4-[2-[2-(3,4-difluorophenyl)-5-pyridyl]ethyl]cyclohexanecarbonitrile.